From a dataset of the Open Reaction Database (ORD), a public repository of structured organic reaction records. describe an organic reaction: reactants, conditions, products, and yield Reactants: CC=1N=CSC1/C=C/C1=NN(C2=CC(=CC=C12)C=O)COCC[Si](C)(C)C ((E)-3-(2-(4-methylthiazol-5-yl)vinyl)-1-((2-(trimethylsilyl)ethoxy)-methyl)-1H-indazole-6-carbaldehyde), [F-].C(CCC)[N+](CCCC)(CCCC)CCCC (tetrabutyl-ammonium fluoride). Run in C1CCOC1 (THF). The product is CC=1N=CSC1/C=C/C1=NNC2=CC(=CC=C12)C=O ((E)-3-(2-(4-methylthiazol-5-yl)vinyl)-1H-indazole-6-carbaldehyde). Yield: 74.3%. RXN SMILES: [CH3:1][C:2]1[N:3]=[CH:4][S:5][C:6]=1/[CH:7]=[CH:8]/[C:9]1[C:17]2[C:12](=[CH:13][C:14]([CH:18]=[O:19])=[CH:15][CH:16]=2)[N:11](COCC[Si](C)(C)C)[N:10]=1.[F-].C([N+](CCCC)(CCCC)CCCC)CCC>C1COCC1>[CH3:1][C:2]1[N:3]=[CH:4][S:5][C:6]=1/[CH:7]=[CH:8]/[C:9]1[C:17]2[C:12](=[CH:13][C:14]([CH:18]=[O:19])=[CH:15][CH:16]=2)[NH:11][N:10]=1 |f:1.2|. Procedure: A mixture of (E)-3-(2-(4-methylthiazol-5-yl)vinyl)-1-((2-(trimethylsilyl)ethoxy)-methyl)-1H-indazole-6-carbaldehyde (30 mg, 0.075 mmol) and tetrabutyl-ammonium fluoride (1.0 M in THF, 0.37 mL, 0.37 mmol) in anh. THF (10 mL) was refluxed under Ar for 1 d. The reaction mixture was then concentrated under reduced pressure and purified by prepTLC (SiO2 10% MeOH/DCM) to provide the title compound (15 mg, 74%) as a tan solid (7.0 mg, 21%). MS ESI 270.0 [M+H]+, calcd for [C14H11N3OS+H]+ 270.3. Starting materials: CC(C)(C)c1ccc(S(=O)(=O)Nc2ccc(Cl)cc2-n2cc(CO)cn2)cc1, ClCCl, [Na+], [Na+], [Na+], O=S([O-])([O-])=S, O=C([O-])O. Product: CC(C)(C)c1ccc(S(=O)(=O)Nc2ccc(Cl)cc2-n2cc(C=O)cn2)cc1. RXN SMILES: [C:1]([CH3:2])([CH3:3])([CH3:4])[c:5]1[cH:6][cH:7][c:8]([S:11](=[O:12])(=[O:13])[NH:14][c:15]2[c:16](-[n:22]3[n:23][cH:24][c:25]([CH2:27][OH:28])[cH:26]3)[cH:17][c:18]([Cl:21])[cH:19][cH:20]2)[cH:9][cH:10]1.[Cl:41][CH2:42][Cl:43].[Na+:29].[Na+:30].[Na+:40].[O-:31][S:32]([O-:33])(=[S:34])=[O:35].[O-:36][C:37]([OH:38])=[O:39]>>[C:1]([CH3:2])([CH3:3])([CH3:4])[c:5]1[cH:6][cH:7][c:8]([S:11](=[O:12])(=[O:13])[NH:14][c:15]2[c:16](-[n:22]3[n:23][cH:24][c:25]([CH:27]=[O:28])[cH:26]3)[cH:17][c:18]([Cl:21])[cH:19][cH:20]2)[cH:9][cH:10]1. Starting materials: CC1=CC(=C(C(=O)C2=CC=CC=C2)C=C1)N (4-methyl-2-aminobenzophenone), compound III, CC(=O)C (acetone), [BH4-] (borohydride), S(O)(O)(=O)=O (sulfuric acid), compound III, 21.1, [BH4-] (borohydride). The solvent is O (water). Conditions: time 60 minute. The product is C(C)(C)NC1=C(C(=O)C2=CC=CC=C2)C=CC(=C1)C (2-(N-isopropylamino)-4-methylbenzophenone). As a reaction SMILES: [CH3:1][C:2]1[CH:15]=[CH:14][C:5]([C:6]([C:8]2[CH:13]=[CH:12][CH:11]=[CH:10][CH:9]=2)=[O:7])=[C:4]([NH2:16])[CH:3]=1.[CH3:17][C:18]([CH3:20])=O.[BH4-].S(=O)(=O)(O)O>O>[CH:18]([NH:16][C:4]1[CH:3]=[C:2]([CH3:1])[CH:15]=[CH:14][C:5]=1[C:6]([C:8]1[CH:13]=[CH:12][CH:11]=[CH:10][CH:9]=1)=[O:7])([CH3:20])[CH3:17]. Procedure: Examples 1-19 as recorded in the following Table I represent trials in which the amount of 4-methyl-2-aminobenzophenone (a compound III in amount of 21.1 grs. or 0.1 mol) is held constant and the amount of other reaction system components including acetone (the compound III), borohydride (sodium borohydride), acid (sulfuric acid) and water are varied. In these examples, the reaction system is maintained at 20°-25° C. throughout the reaction and the rate of addition of the borohydride is controll...